Dataset: the Open Reaction Database (ORD), a public repository of structured organic reaction records. Task: describe an organic reaction: reactants, conditions, products, and yield Starting materials: FC(C(=O)O)(F)F (Trifluoroacetic acid), C(C)(C)(C)OC(CCC1=C(C=C(C=C1)C(=O)N1C2=C(NC=3N(N=CC3C1)C)C=CC=C2)C)=O (3-[2-methyl-4-(3-methyl-4,10-dihydro-3H-2,3,4,9-tetraaza-benzo[f]azulene-9-carbonyl)-phenyl]-propionic acid tert-butyl ester). Run in ClCCl (dichloromethane). Run at time 45 minute. The product is CC1=C(C=CC(=C1)C(=O)N1C2=C(NC=3N(N=CC3C1)C)C=CC=C2)CCC(=O)O (3-[2-Methyl-4-(3-methyl-4,10-dihydro-3H-2,3,4,9-tetraaza-benzo[f]azulene-9-carbonyl)-phenyl]-propionic Acid). Isolated yield 90.0%. As a reaction SMILES: FC(F)(F)C(O)=O.C([O:12][C:13](=[O:40])[CH2:14][CH2:15][C:16]1[CH:21]=[CH:20][C:19]([C:22]([N:24]2[CH2:33][C:32]3[CH:31]=[N:30][N:29]([CH3:34])[C:28]=3[NH:27][C:26]3[CH:35]=[CH:36][CH:37]=[CH:38][C:25]2=3)=[O:23])=[CH:18][C:17]=1[CH3:39])(C)(C)C>ClCCl>[CH3:39][C:17]1[CH:18]=[C:19]([C:22]([N:24]2[CH2:33][C:32]3[CH:31]=[N:30][N:29]([CH3:34])[C:28]=3[NH:27][C:26]3[CH:35]=[CH:36][CH:37]=[CH:38][C:25]2=3)=[O:23])[CH:20]=[CH:21][C:16]=1[CH2:15][CH2:14][C:13]([OH:40])=[O:12]. Procedure: Trifluoroacetic acid (5 ml) was added to a solution of 3-[2-methyl-4-(3-methyl-4,10-dihydro-3H-2,3,4,9-tetraaza-benzo[f]azulene-9-carbonyl)-phenyl]-propionic acid tert-butyl ester from Example E45.3 (413 mg, 0.92 mmol) in dichloromethane (10 ml) and the mixture was stirred for 45 min at room temperature. Solvents were removed in vacuo and azeotroped with dichloromethane. The residue was crystallised with MeOH/Et2O to yield the title compound (322 mg, 90%). The reactants are NCC1CC1, Fc1cccc(F)c1C1=NCc2nnc(CCl)n2-c2ccc(Cl)cc21, Cl, [I-], [K+], [K+], C1CCOC1, [OH-]. Yields the product Fc1cccc(F)c1C1=NCc2nnc(CNCC3CC3)n2-c2ccc(Cl)cc21. Reaction SMILES: [CH:4]1([CH2:7][NH2:8])[CH2:5][CH2:6]1.[Cl:9][c:10]1[cH:11][cH:12][c:13]2[c:14]([cH:33]1)[C:15]([c:25]1[c:26]([F:32])[cH:27][cH:28][cH:29][c:30]1[F:31])=[N:16][CH2:17][c:18]1[n:19]-2[c:20]([CH2:23][Cl:24])[n:21][n:22]1.[ClH:3].[I-:35].[K+:2].[K+:34].[O:36]1[CH2:37][CH2:38][CH2:39][CH2:40]1.[OH-:1]>>[CH:4]1([CH2:7][NH:8][CH2:23][c:20]2[n:19]3[c:18]([n:22][n:21]2)[CH2:17][N:16]=[C:15]([c:25]2[c:26]([F:32])[cH:27][cH:28][cH:29][c:30]2[F:31])[c:14]2[c:13]-3[cH:12][cH:11][c:10]([Cl:9])[cH:33]2)[CH2:5][CH2:6]1.